Dataset: the Open Reaction Database (ORD), a public repository of structured organic reaction records. Task: describe an organic reaction: reactants, conditions, products, and yield Starting materials: Br\C(\C(=O)OC(C)(C)C)=C\CCC#CC1=CC=CC=C1 (t-butyl 2-bromo-7-phenyl-(2E)-hepten-6-ynoate), C1(=CC=C(C=C1)S(=O)(=O)O)C (4-toluenesulphonic acid). Solvent: C1=CC=CC=C1 (benzene), CCOCC (ether). Product: Br\C(\C(=O)O)=C\CCC#CC1=CC=CC=C1 (2-bromo-7-phenyl-(2E)-hepten-6-ynoic acid). Isolated yield 76.0%. Reaction SMILES: [Br:1]/[C:2](=[CH:10]/[CH2:11][CH2:12][C:13]#[C:14][C:15]1[CH:20]=[CH:19][CH:18]=[CH:17][CH:16]=1)/[C:3]([O:5]C(C)(C)C)=[O:4].C1(C)C=CC(S(O)(=O)=O)=CC=1>C1C=CC=CC=1.CCOCC>[Br:1]/[C:2](=[CH:10]/[CH2:11][CH2:12][C:13]#[C:14][C:15]1[CH:16]=[CH:17][CH:18]=[CH:19][CH:20]=1)/[C:3]([OH:5])=[O:4]. Procedure: A solution of t-butyl 2-bromo-7-phenyl-(2E)-hepten-6-ynoate (1.5 g, 4.48 mmol) and 4-toluenesulphonic acid (0.1 g) in dry benzene (15 ml) was heated under reflux under dry nitrogen for 2 hours. The cooled mixture was diluted with ether and the organic phase was extracted with aqueous sodium bicarbonate. The aqueous phase was acidified and extracted with ether. The organic phase was washed with brine and dried over magnesium sulphate. The solvents were removed to give 0.95 g (76% of theory) of 2-...